The task is: describe an organic reaction: reactants, conditions, products, and yield. This data is from the Open Reaction Database (ORD), a public repository of structured organic reaction records. Reactants: ClC1=C(C(=CN1C)C#N)C1=CC=C(C=C1)CO (5-chloro-4-(4-hydroxymethylphenyl)-1-methylpyrrole-3-carbonitrile), C1(=CC=CC=C1)P(C1=CC=CC=C1)C1=CC=CC=C1 (triphenylphosphine), C(Br)(Br)(Br)Br (carbon tetrabromide). Run in C(Cl)Cl (methylene chloride). The product is BrCC1=CC=C(C=C1)C=1C(=CN(C1Cl)C)C#N (4-(4-bromomethylphenyl)-5-chloro-1-methylpyrrole-3-carbonitrile). Yield: 39.0%. RXN SMILES: [Cl:1][C:2]1[N:6]([CH3:7])[CH:5]=[C:4]([C:8]#[N:9])[C:3]=1[C:10]1[CH:15]=[CH:14][C:13]([CH2:16]O)=[CH:12][CH:11]=1.C1(P(C2C=CC=CC=2)C2C=CC=CC=2)C=CC=CC=1.C(Br)(Br)(Br)[Br:38]>C(Cl)Cl>[Br:38][CH2:16][C:13]1[CH:14]=[CH:15][C:10]([C:3]2[C:4]([C:8]#[N:9])=[CH:5][N:6]([CH3:7])[C:2]=2[Cl:1])=[CH:11][CH:12]=1. Procedure: To a stirred solution of 5-chloro-4-(4-hydroxymethylphenyl)-1-methylpyrrole-3-carbonitrile (450 mg) in methylene chloride (20 ml) was added triphenylphosphine (1.44 g) and carbon tetrabromide (1.21 g) successively at 0° C. and the resulting yellow solution was stirred at the same temperature for a while. The mixture was washed with aqueous saturated sodium bicarbonate and water, dried over magnesium sulfate and filtered. The organic layer was concentrated in vacuo and the residue was purified by... Starting materials: BrC=1C=CC(=NC1)CSC1=C(C=CC=2CCN(CCC21)C(=O)OC(C)(C)C)Cl (6-(5-bromopyridin-2-ylmethylthio)-3-tert-butoxycarbonyl-7-chloro-2,3,4,5-tetrahydro-1H-benzo[d]azepine), N1CCCC1 (pyrrolidine). The product is Cl.ClC1=C(C2=C(CCNCC2)C=C1)SCC1=NC=C(C=C1)N1CCCC1 (7-Chloro-6-(5-pyrrolidin-1-yl-pyridin-2-ylmethylthio)-2,3,4,5-tetrahydro-1H-benzo[d]azepine Hydrochloride). As a reaction SMILES: Br[C:2]1[CH:3]=[CH:4][C:5]([CH2:8][S:9][C:10]2[C:20]3[CH2:19][CH2:18][N:17](C(OC(C)(C)C)=O)[CH2:16][CH2:15][C:14]=3[CH:13]=[CH:12][C:11]=2[Cl:28])=[N:6][CH:7]=1.[NH:29]1[CH2:33][CH2:32][CH2:31][CH2:30]1>>[ClH:28].[Cl:28][C:11]1[CH:12]=[CH:13][C:14]2[CH2:15][CH2:16][NH:17][CH2:18][CH2:19][C:20]=2[C:10]=1[S:9][CH2:8][C:5]1[CH:4]=[CH:3][C:2]([N:29]2[CH2:33][CH2:32][CH2:31][CH2:30]2)=[CH:7][N:6]=1 |f:2.3|. Procedure: Use a method similar to the Example 369, using 6-(5-bromopyridin-2-ylmethylthio)-3-tert-butoxycarbonyl-7-chloro-2,3,4,5-tetrahydro-1H-benzo[d]azepine and pyrrolidine to give the title compound as a pale yellow solid. MS (ES+) m/z: 374 (M+H)+. Reactants: C(C=C)OC1=C2C(CC(NC2=CC=C1)=O)(C)C (5-Allyloxy-4,4-dimethyl-3,4-dihydrocarbostyril), CN(C1=CC=CC=C1)C (dimethylaniline), resultant solution. Yields the product C(C=C)C=1C(=C2C(CC(NC2=CC1)=O)(C)C)O (6-Allyl-4,4-dimethyl-5-hydroxy-2,3-dihydrocarbostyril). Yield: 86.9%. Reaction SMILES: C([O:4][C:5]1[CH:14]=[CH:13][CH:12]=[C:11]2[C:6]=1[C:7]([CH3:17])([CH3:16])[CH2:8][C:9](=[O:15])[NH:10]2)C=C.CN(C)[C:20]1[CH:25]=CC=C[CH:21]=1>>[CH2:25]([C:14]1[C:5]([OH:4])=[C:6]2[C:11](=[CH:12][CH:13]=1)[NH:10][C:9](=[O:15])[CH2:8][C:7]2([CH3:16])[CH3:17])[CH:20]=[CH2:21]. Procedure details: 5-Allyloxy-4,4-dimethyl-3,4-dihydrocarbostyril (817 mg, 3.73 mmol) was dissolved in dimethylaniline (15 ml), and the resultant solution was stirred in a bath at 205° C. for 5 hours. The reaction solution was condensed under reduced pressure, followed by extracting with chloroform and 2N-aqueous caustic soda solution. The aqueous phase was neutralized with conc. HCl. Subsequently, the neutralized phase was extracted with a mixture of chloroform-methanol (10:1), dried, and condensed under reduced ... Starting materials: C=C1CC(C(=O)N2C(=O)OCC2Cc2ccccc2)C(c2ccc(Cl)cc2)C1, C[N+]1([O-])CCOCC1, CC(C)=O, CCOC(C)=O, [O-][I+3]([O-])([O-])[O-], [Na+], C1CCOC1, O. Product: O=C1CC(C(=O)N2C(=O)OCC2Cc2ccccc2)C(c2ccc(Cl)cc2)C1. As a reaction SMILES: [CH2:1]([c:2]1[cH:3][cH:4][cH:5][cH:6][cH:7]1)[CH:8]1[N:9]([C:14](=[O:15])[CH:16]2[CH:17]([c:22]3[cH:23][cH:24][c:25]([Cl:28])[cH:26][cH:27]3)[CH2:18][C:19](=[CH2:21])[CH2:20]2)[C:10](=[O:13])[O:11][CH2:12]1.[CH3:29][N+:30]1([O-:31])[CH2:32][CH2:34][O:33][CH2:35][CH2:36]1.[CH3:48][C:49](=[O:50])[CH3:51].[CH3:53][CH2:54][O:55][C:56](=[O:57])[CH3:58].[I+3:37]([O-:38])([O-:39])([O-:40])[O-:41].[Na+:42].[O:43]1[CH2:44][CH2:45][CH2:46][CH2:47]1.[OH2:52]>>[CH2:1]([c:2]1[cH:3][cH:4][cH:5][cH:6][cH:7]1)[CH:8]1[N:9]([C:14](=[O:15])[CH:16]2[CH:17]([c:22]3[cH:23][cH:24][c:25]([Cl:28])[cH:26][cH:27]3)[CH2:18][C:19](=[O:33])[CH2:20]2)[C:10](=[O:13])[O:11][CH2:12]1. Starting materials: O=C([O-])[O-], CC(O)(c1ccc(N2CCN(S(=O)(=O)c3cccs3)CC2COS(C)(=O)=O)cc1)C(F)(F)F, CC1NCCNC1=O, CC#N, CCOC(C)=O, [K+], [K+]. Product: CC1C(=O)NCCN1CC1CN(S(=O)(=O)c2cccs2)CCN1c1ccc(C(C)(O)C(F)(F)F)cc1. As a reaction SMILES: [C:42](=[O:43])([O-:44])[O-:45].[CH3:1][S:2]([O:3][CH2:6][CH:7]1[N:8]([c:21]2[cH:22][cH:23][c:24]([C:27]([C:28]([F:29])([F:30])[F:31])([CH3:32])[OH:33])[cH:25][cH:26]2)[CH2:9][CH2:10][N:11]([S:13](=[O:14])(=[O:15])[c:16]2[s:17][cH:18][cH:19][cH:20]2)[CH2:12]1)(=[O:4])=[O:5].[CH3:34][CH:35]1[C:36](=[O:41])[NH:37][CH2:38][CH2:39][NH:40]1.[CH3:48][C:49]#[N:50].[CH3:51][CH2:52][O:53][C:54]([CH3:55])=[O:56].[K+:46].[K+:47]>>[CH2:6]([CH:7]1[N:8]([c:21]2[cH:22][cH:23][c:24]([C:27]([C:28]([F:29])([F:30])[F:31])([CH3:32])[OH:33])[cH:25][cH:26]2)[CH2:9][CH2:10][N:11]([S:13](=[O:14])(=[O:15])[c:16]2[s:17][cH:18][cH:19][cH:20]2)[CH2:12]1)[N:40]1[CH:35]([CH3:34])[C:36](=[O:41])[NH:37][CH2:38][CH2:39]1. Reactants: CON, C1COCCO1, CSC(=Nc1nc(C)cc(C)n1)NS(=O)(=O)c1ccccc1-c1ccccc1. The product is CON=C(Nc1nc(C)cc(C)n1)NS(=O)(=O)c1ccccc1-c1ccccc1. As a reaction SMILES: [CH3:29][O:30][NH2:31].[O:32]1[CH2:33][CH2:34][O:35][CH2:36][CH2:37]1.[c:1]1(-[c:23]2[cH:24][cH:25][cH:26][cH:27][cH:28]2)[c:2]([S:7](=[O:8])(=[O:9])[NH:10][C:11]([S:12][CH3:13])=[N:14][c:15]2[n:16][c:17]([CH3:22])[cH:18][c:19]([CH3:21])[n:20]2)[cH:3][cH:4][cH:5][cH:6]1>>[c:1]1(-[c:23]2[cH:24][cH:25][cH:26][cH:27][cH:28]2)[c:2]([S:7](=[O:8])(=[O:9])[NH:10][C:11]([NH:14][c:15]2[n:16][c:17]([CH3:22])[cH:18][c:19]([CH3:21])[n:20]2)=[N:31][O:30][CH3:29])[cH:3][cH:4][cH:5][cH:6]1. The reactants are CO, Fc1ccc2cc(C3CCNCC3)ccc2c1, c1cc2c(c(OCC3CO3)c1)CCO2. Product: OC(COc1cccc2c1CCO2)CN1CCC(c2ccc3cc(F)ccc3c2)CC1. RXN SMILES: [CH3:32][OH:33].[F:1][c:2]1[cH:3][c:4]2[cH:5][cH:6][c:7]([CH:12]3[CH2:13][CH2:14][NH:15][CH2:16][CH2:17]3)[cH:8][c:9]2[cH:10][cH:11]1.[O:18]1[CH:19]([CH2:21][O:22][c:23]2[cH:24][cH:25][cH:26][c:27]3[c:31]2[CH2:30][CH2:29][O:28]3)[CH2:20]1>>[F:1][c:2]1[cH:3][c:4]2[cH:5][cH:6][c:7]([CH:12]3[CH2:13][CH2:14][N:15]([CH2:20][CH:19]([OH:18])[CH2:21][O:22][c:23]4[cH:24][cH:25][cH:26][c:27]5[c:31]4[CH2:30][CH2:29][O:28]5)[CH2:16][CH2:17]3)[cH:8][c:9]2[cH:10][cH:11]1. The reactants are CO, COC(CC(C)CCCC(C)(C)Cl)OC, [Na+], [SH-]. Product: COC(CC(C)CCCC(C)(C)S)OC. RXN SMILES: [CH3:18][OH:19].[CH3:1][O:2][CH:3]([CH2:4][CH:5]([CH2:6][CH2:7][CH2:8][C:9]([CH3:10])([CH3:11])[Cl:12])[CH3:13])[O:14][CH3:15].[Na+:17].[SH-:16]>>[CH3:1][O:2][CH:3]([CH2:4][CH:5]([CH2:6][CH2:7][CH2:8][C:9]([CH3:10])([CH3:11])[SH:16])[CH3:13])[O:14][CH3:15].